This data is from the Open Reaction Database (ORD), a public repository of structured organic reaction records. The task is: describe an organic reaction: reactants, conditions, products, and yield Starting materials: C1CCOC1, CN1CCN(c2ccc([N+](=O)[O-])cn2)CC1, CC(C)(C)[O-], O=S(=O)(CCl)c1ccccc1, [K+]. The product is CN1CCN(c2ccc([N+](=O)[O-])c(CS(=O)(=O)c3ccccc3)n2)CC1. As a reaction SMILES: [CH2:34]1[O:35][CH2:36][CH2:37][CH2:38]1.[CH3:1][N:2]1[CH2:3][CH2:4][N:5]([c:8]2[n:9][cH:10][c:11]([N+:14](=[O:15])[O-:16])[cH:12][cH:13]2)[CH2:6][CH2:7]1.[CH3:28][C:29]([CH3:30])([O-:31])[CH3:32].[Cl:17][CH2:18][S:19](=[O:20])(=[O:21])[c:22]1[cH:23][cH:24][cH:25][cH:26][cH:27]1.[K+:33]>>[CH3:1][N:2]1[CH2:3][CH2:4][N:5]([c:8]2[n:9][c:10]([CH2:18][S:19](=[O:20])(=[O:21])[c:22]3[cH:23][cH:24][cH:25][cH:26][cH:27]3)[c:11]([N+:14](=[O:15])[O-:16])[cH:12][cH:13]2)[CH2:6][CH2:7]1. Starting materials: C(=O)(O)C(CC1=CC=C(OCC2=C(C(=O)O)C=CC=C2)C=C1)(C)C (2-[4-(2-carboxy-2-methylpropyl)phenoxymethyl]benzoic acid), FC(C(=O)OC(C(F)(F)F)=O)(F)F (trifluoroacetic anhydride). Run in ClCCl (dichloromethane). Product: O=C1C2=C(OCC3=C1C=CC=C3)C=CC(=C2)CC(C(=O)O)(C)C (3-(6,11-dihydro-11-oxodibenz[b,e]oxepin-2-yl)-2,2-dimethyl-propanoic acid). Isolated yield 19.6%. RXN SMILES: [C:1]([C:4]([CH3:24])([CH3:23])[CH2:5][C:6]1[CH:22]=[CH:21][C:9]([O:10][CH2:11][C:12]2[CH:20]=[CH:19][CH:18]=[CH:17][C:13]=2[C:14](O)=[O:15])=[CH:8][CH:7]=1)([OH:3])=[O:2].FC(F)(F)C(OC(=O)C(F)(F)F)=O>ClCCl>[O:15]=[C:14]1[C:13]2[CH:17]=[CH:18][CH:19]=[CH:20][C:12]=2[CH2:11][O:10][C:9]2[CH:8]=[CH:7][C:6]([CH2:5][C:4]([CH3:24])([CH3:23])[C:1]([OH:3])=[O:2])=[CH:22][C:21]1=2. Reported procedure: A slurry of 2-[4-(2-carboxy-2-methylpropyl)phenoxymethyl]benzoic acid (15.9 g) it 200 ml dry dichloromethane was treated dropwise with 12.5 ml trifluoroacetic anhydride the heated to reflux for 5 hours. Evaporation left an oil which was purified by HPLC (20:1 dichloromethane-methanol) to give 2.95 g of 3-(6,11-dihydro-11-oxodibenz[b,e]oxepin-2-yl)-2,2-dimethyl-propanoic acid a solid. Reactants: CC(C)(C)NCc1ccc2ccccc2c1-c1cccc(C=O)n1, CCO, CC(C)c1cccc(C(C)C)c1N. Yields the product CC(C)c1cccc(C(C)C)c1N=Cc1cccc(-c2c(CNC(C)(C)C)ccc3ccccc23)n1. RXN SMILES: [C:1]([CH3:2])([CH3:3])([CH3:4])[NH:5][CH2:6][c:7]1[c:8](-[c:17]2[cH:18][cH:19][cH:20][c:21]([CH:23]=[O:24])[n:22]2)[c:9]2[cH:10][cH:11][cH:12][cH:13][c:14]2[cH:15][cH:16]1.[CH3:38][CH2:39][OH:40].[CH:25]([CH3:26])([CH3:27])[c:28]1[c:29]([NH2:30])[c:31]([CH:35]([CH3:36])[CH3:37])[cH:32][cH:33][cH:34]1>>[C:1]([CH3:2])([CH3:3])([CH3:4])[NH:5][CH2:6][c:7]1[c:8](-[c:17]2[cH:18][cH:19][cH:20][c:21]([CH:23]=[N:30][c:29]3[c:28]([CH:25]([CH3:26])[CH3:27])[cH:34][cH:33][cH:32][c:31]3[CH:35]([CH3:36])[CH3:37])[n:22]2)[c:9]2[cH:10][cH:11][cH:12][cH:13][c:14]2[cH:15][cH:16]1. Starting materials: C(C)OC(=O)C=1N=CSC1SCCS(=O)(=O)C1=CC=CC=C1 (4-ethoxycarbonyl-5-[2-(phenylsulfonyl)ethylthio]thiazole), [BH4-].[Li+] (lithium borohydride), CO (methanol). Solvent: C1CCOC1 (THF). Conditions: time 8 hour. Product: OCC=1N=CSC1SCCS(=O)(=O)C1=CC=CC=C1 (4-hydroxymethyl-5-[2-(phenylsulfonyl)ethylthio]thiazole). The yield is 63.4%. RXN SMILES: C([O:3][C:4]([C:6]1[N:7]=[CH:8][S:9][C:10]=1[S:11][CH2:12][CH2:13][S:14]([C:17]1[CH:22]=[CH:21][CH:20]=[CH:19][CH:18]=1)(=[O:16])=[O:15])=O)C.[BH4-].[Li+].CO>C1COCC1>[OH:3][CH2:4][C:6]1[N:7]=[CH:8][S:9][C:10]=1[S:11][CH2:12][CH2:13][S:14]([C:17]1[CH:22]=[CH:21][CH:20]=[CH:19][CH:18]=1)(=[O:16])=[O:15] |f:1.2|. Reported procedure: To a solution of 4-ethoxycarbonyl-5-[2-(phenylsulfonyl)ethylthio]thiazole (702 mg, 2 mmol) in 20 ml of THF was added lithium borohydride (2M, 1 ml) and methanol (0.16 ml, 4 mmol) at -30° C. The reaction mixture was allowed slowly warm up to room temperature and stirred overnight. The solvent was removed under reduced pressure and the crude residue was subjected to chromatography by using dichloromethane and methanol as the eluent to give the title compound (400 mg, 65%). 1H NMR (CDCl3) δ 2.55 (s... Starting materials: ClC1=CC=C(C=C1)CCC(CN1C=NC=C1)=O (1-[4-(4-chlorophenyl)butan-2-on-1-yl]imidazole), C(CS)S (ethane-1,2-dithiol), C([O-])([O-])=O.[Na+].[Na+] (sodium carbonate). The solvent is CS(=O)(=O)O (methanesulfonic acid). Reaction conditions: time 8 hour. Product: Cl.ClC1=CC=C(C=C1)CCC1(SCCS1)CN1C=NC=C1 (1-[[2-(2-(4-chlorophenyl)ethyl)-1,3-dithiolan-2-yl]methyl]imidazole hydrochloride). RXN SMILES: [Cl:1][C:2]1[CH:7]=[CH:6][C:5]([CH2:8][CH2:9][C:10](=O)[CH2:11][N:12]2[CH:16]=[CH:15][N:14]=[CH:13]2)=[CH:4][CH:3]=1.[CH2:18]([SH:21])[CH2:19][SH:20].C(=O)([O-])[O-].[Na+].[Na+]>CS(O)(=O)=O>[ClH:1].[Cl:1][C:2]1[CH:7]=[CH:6][C:5]([CH2:8][CH2:9][C:10]2([CH2:11][N:12]3[CH:16]=[CH:15][N:14]=[CH:13]3)[S:21][CH2:18][CH2:19][S:20]2)=[CH:4][CH:3]=1 |f:2.3.4,6.7|. Procedure: A solution 1-[4-(4-chlorophenyl)butan-2-on-1-yl]imidazole (2.49 g) in 98% methanesulfonic acid (10 ml) was treated with ethane-1,2-dithiol (6 ml) and the mixture stirred overnight at room temperature. The resulting mixture was poured into excess aqueous sodium carbonate, extracted with ether (3×20 ml), the extracts washed, dried (MgSO4) and the ether evaporated. The residue was taken up in a small volume of ether and treated with ethereal hydrogen chloride until precipitation was complete. The r... Starting materials: solution, C(CCC)[Li] (n-butyllithium), CI (methyl iodide), C1(=CC=CC=C1)C(C)N1C2=CC=CC=C2OC=2C=CC=CC12 (N-(α-phenylethyl)phenoxazine), O (water). The solvent is CCCCCC (hexane), O1CCCC1 (tetrahydrofuran). Reaction conditions: temperature -20 celsius, time 1 hour. Product: CC1=CC=CC=2N(C3=CC=CC=C3OC12)C(C)C1=CC=CC=C1 (4-methyl-N-(α-phenylethyl)phenoxazine). Reaction SMILES: [C:1]1([CH:7]([N:9]2[C:22]3[CH:21]=[CH:20][CH:19]=[CH:18][C:17]=3[O:16][C:15]3[C:10]2=[CH:11][CH:12]=[CH:13][CH:14]=3)[CH3:8])[CH:6]=[CH:5][CH:4]=[CH:3][CH:2]=1.[CH2:23]([Li])CCC.CI.O>O1CCCC1.CCCCCC>[CH3:23][C:18]1[C:17]2[O:16][C:15]3[C:10](=[CH:11][CH:12]=[CH:13][CH:14]=3)[N:9]([CH:7]([C:1]3[CH:2]=[CH:3][CH:4]=[CH:5][CH:6]=3)[CH3:8])[C:22]=2[CH:21]=[CH:20][CH:19]=1. Procedure: 2.87 g (10 mmoles) of N-(α-phenylethyl)phenoxazine were dissolved, under nitrogen atmosphere, in 100 ml of dry tetrahydrofuran. The solution was cooled to -20° C. and 7.2 ml of a 1.67N solution of n-butyllithium (12 mmoles) in hexane was added thereto. The resulting mixture was stirred for 1 hour at -20° C. and then treated with 1.7 g (12 mmoles, 0.74 ml) of methyl iodide. Stirring was continued for an additional hour at the same temperature. The reaction solution was then poured into water (200...